The task is: describe an organic reaction: reactants, conditions, products, and yield. This data is from the Open Reaction Database (ORD), a public repository of structured organic reaction records. Reactants: CCO, OC(c1ccc(I)cc1)(c1ccc(I)cc1)c1ccc(I)cc1, Nc1ccccc1. Yields the product Nc1ccc(C(c2ccc(I)cc2)(c2ccc(I)cc2)c2ccc(I)cc2)cc1. Reaction SMILES: [CH3:31][CH2:32][OH:33].[I:1][c:2]1[cH:3][cH:4][c:5]([C:8]([OH:9])([c:10]2[cH:11][cH:12][c:13]([I:16])[cH:14][cH:15]2)[c:17]2[cH:18][cH:19][c:20]([I:23])[cH:21][cH:22]2)[cH:6][cH:7]1.[NH2:24][c:25]1[cH:26][cH:27][cH:28][cH:29][cH:30]1>>[I:1][c:2]1[cH:3][cH:4][c:5]([C:8]([c:10]2[cH:11][cH:12][c:13]([I:16])[cH:14][cH:15]2)([c:17]2[cH:18][cH:19][c:20]([I:23])[cH:21][cH:22]2)[c:28]2[cH:27][cH:26][c:25]([NH2:24])[cH:30][cH:29]2)[cH:6][cH:7]1. Starting materials: C(C)(=O)C1=C(C(N(N=C1C1=CC=CC=C1)C)=O)N (5-acetyl-4-amino-2-methyl-6-phenylpyridazin-3(2H)-one), FC=1C=C(C=CC1)B(O)O (3-fluorophenylboronic acid). The product is C(C)(=O)C1=C(C(N(N=C1C1=CC=CC=C1)C)=O)NC1=CC(=CC=C1)F (5-Acetyl-4-(3-fluoro-phenylamino)-2-methyl-6-phenyl-2H-pyridazin-3-one). As a reaction SMILES: [C:1]([C:4]1[C:9]([C:10]2[CH:15]=[CH:14][CH:13]=[CH:12][CH:11]=2)=[N:8][N:7]([CH3:16])[C:6](=[O:17])[C:5]=1[NH2:18])(=[O:3])[CH3:2].[F:19][C:20]1[CH:21]=[C:22](B(O)O)[CH:23]=[CH:24][CH:25]=1>>[C:1]([C:4]1[C:9]([C:10]2[CH:11]=[CH:12][CH:13]=[CH:14][CH:15]=2)=[N:8][N:7]([CH3:16])[C:6](=[O:17])[C:5]=1[NH:18][C:24]1[CH:23]=[CH:22][CH:21]=[C:20]([F:19])[CH:25]=1)(=[O:3])[CH3:2]. Procedure details: The title compound was synthesized from 5-acetyl-4-amino-2-methyl-6-phenylpyridazin-3(2H)-one (Dal Piaz, V., Ciciani, G, Giovannoni, M. P., Heterocycles, 1991, 32, 1173-9) and the corresponding 3-fluorophenylboronic acid following the procedure of Example 1. The reactants are C(=O)(O)C1=NC=2N(C(=C1)O)C(=NN2)S (7-carboxy-5-hydroxy-3-mercapto-s-triazolo[4,3-a]pyrimidine), C(C)(=O)OCC1=C(N2C([C@H]([C@H]2SC1)NC(\C(=N/OC)\C=1N=C(SC1)N)=O)=O)C(=O)O ((6R,7R)-3-acetoxymethyl-7-[2-(2-amino-4-thiazolyl)-2-(Z-methoxyimino)acetamido]-8-oxo-5-thia-1-azabicyclo[4.2.0]oct-2-ene-2-carboxylic acid), C([O-])(O)=O.[Na+] (sodium bicarbonate). Solvent: P(=O)([O-])([O-])[O-] (phosphate). The product is NC=1SC=C(N1)/C(/C(=O)N[C@H]1[C@H]2SCC(=C(N2C1=O)C(=O)O)CSC1=NN=C2N1C(=CC(=N2)C(=O)O)O)=N/OC ((6R,7R)-7-[2-(2-amino-4-thiazolyl)-2-(Z-methoxyimino)acetamido]-3-[(7-carboxy-5-hydroxy-s-triazolo[4,3-a]pyrimidin-3-yl)thiomethyl]-8-oxo-5-thia-l-azabicyclo[4.2.0]oct-2-ene-2-carboxylic acid). Yield: 15.6%. Reaction SMILES: [C:1]([C:4]1[CH:9]=[C:8]([OH:10])[N:7]2[C:11]([SH:14])=[N:12][N:13]=[C:6]2[N:5]=1)([OH:3])=[O:2].C(O[CH2:19][C:20]1[CH2:27][S:26][C@H:25]2[N:22]([C:23](=[O:41])[C@H:24]2[NH:28][C:29](=[O:40])/[C:30](/[C:34]2[N:35]=[C:36]([NH2:39])[S:37][CH:38]=2)=[N:31]\[O:32][CH3:33])[C:21]=1[C:42]([OH:44])=[O:43])(=O)C.C(=O)(O)[O-].[Na+]>P([O-])([O-])([O-])=O>[NH2:39][C:36]1[S:37][CH:38]=[C:34](/[C:30](=[N:31]/[O:32][CH3:33])/[C:29]([NH:28][C@@H:24]2[C:23](=[O:41])[N:22]3[C@@H:25]2[S:26][CH2:27][C:20]([CH2:19][S:14][C:11]2[N:7]4[C:8]([OH:10])=[CH:9][C:4]([C:1]([OH:3])=[O:2])=[N:5][C:6]4=[N:13][N:12]=2)=[C:21]3[C:42]([OH:44])=[O:43])=[O:40])[N:35]=1 |f:2.3|. Reported procedure: Starting from the product obtained in Step 2 (6.7 g) and the product obtained in Step 2 of Example 7 (15 g) and using 240 ml of 0.1M phosphate buffer (pH 6.4) and 8.0 g of sodium bicarbonate, 3 g of the objective compound was obtained in a manner similar to Step 4 of Example 37. Reactants: C(CCC)C1=NC2=C(N1CC1=CC=C(C=C1)C=1C(=CC=CC1)C(=O)OC(C)(C)C)C=C(C=C2)C(=O)NCCCCCC(=O)O (tert.butyl 4'-[(2-n-butyl-6-(5-carboxy-n-pentylamino-carbonyl)-benzimidazol-1-yl)methyl]biphenyl-2-carboxylate), FC(C(=O)O)(F)F (trifluoroacetic acid). RXN SMILES: [CH2:1]([C:5]1[N:9]([CH2:10][C:11]2[CH:16]=[CH:15][C:14]([C:17]3[C:18]([C:23]([O:25]C(C)(C)C)=[O:24])=[CH:19][CH:20]=[CH:21][CH:22]=3)=[CH:13][CH:12]=2)[C:8]2[CH:30]=[C:31]([C:34]([NH:36][CH2:37][CH2:38][CH2:39][CH2:40][CH2:41][C:42]([OH:44])=[O:43])=[O:35])[CH:32]=[CH:33][C:7]=2[N:6]=1)[CH2:2][CH2:3][CH3:4].FC(F)(F)C(O)=O>C(Cl)Cl>[CH2:1]([C:5]1[N:9]([CH2:10][C:11]2[CH:12]=[CH:13][C:14]([C:17]3[C:18]([C:23]([OH:25])=[O:24])=[CH:19][CH:20]=[CH:21][CH:22]=3)=[CH:15][CH:16]=2)[C:8]2[CH:30]=[C:31]([C:34]([NH:36][CH2:37][CH2:38][CH2:39][CH2:40][CH2:41][C:42]([OH:44])=[O:43])=[O:35])[CH:32]=[CH:33][C:7]=2[N:6]=1)[CH2:2][CH2:3][CH3:4]. Procedure details: Prepared in analogous manner to Example 9 from tert.butyl 4'-[(2-n-butyl-6-(5-carboxy-n-pentylamino-carbonyl)-benzimidazol-1-yl)methyl]biphenyl-2-carboxylate and trifluoroacetic acid in methylene chloride. The solvent is C(Cl)Cl (methylene chloride). Yields the product C(CCC)C1=NC2=C(N1CC1=CC=C(C=C1)C=1C(=CC=CC1)C(=O)O)C=C(C=C2)C(=O)NCCCCCC(=O)O (4'-[(2-n-Butyl-6-(5-carboxy-n-pentylaminocarbonyl)-benzimidazol-1-yl)-methyl]biphenyl-2-carboxylic acid). The reactants are CO, COC(=O)c1cc2c([nH]1)CCC2c1ccc(F)c(F)c1, [Li+], [OH-], O. Yields the product O=C(O)c1cc2c([nH]1)CCC2c1ccc(F)c(F)c1. Reaction SMILES: [CH3:24][OH:25].[F:1][c:2]1[cH:3][c:4]([CH:9]2[CH2:10][CH2:11][c:12]3[nH:13][c:14]([C:17](=[O:18])[O:19][CH3:20])[cH:15][c:16]32)[cH:5][cH:6][c:7]1[F:8].[Li+:21].[OH-:22].[OH2:23]>>[F:1][c:2]1[cH:3][c:4]([CH:9]2[CH2:10][CH2:11][c:12]3[nH:13][c:14]([C:17](=[O:18])[OH:19])[cH:15][c:16]32)[cH:5][cH:6][c:7]1[F:8].